This data is from the Open Reaction Database (ORD), a public repository of structured organic reaction records. The task is: describe an organic reaction: reactants, conditions, products, and yield Reactants: C(=O)(O)C(CC(C)C)NC(=O)C1=C(C=CC(=C1)C)SSN(C(C(=O)O)CC(C)C)C(C1=CC=CC(=C1)C)=O (2-[-[2-(1-carboxy-3-methylbutylcarbamoyl)-4-methylphenyldisulfanyl]-5-methylbenzoylamino]-4-methyl-pentanoic acid), BrBr (bromine), C(C)#N (acetonitrile). Solvent: ClCCl (dichloromethane), ClCCl (dichloromethane). The product is CC(C[C@@H](C(=O)O)N1SC2=C(C1=O)C=CC(=C2)C)C ((S)-4-Methyl-2-(6-methyl-3-oxo-3h-benzo[d]isothiazol-2-yl)-pentanoic acid). RXN SMILES: C(C(NC(C1C=C(C)C=CC=1S[S:20][N:21]([C:30](=[O:38])[C:31]1[CH:36]=[C:35](C)[CH:34]=[CH:33][CH:32]=1)[CH:22]([CH2:26][CH:27]([CH3:29])[CH3:28])[C:23]([OH:25])=[O:24])=O)CC(C)C)(O)=O.BrBr.[C:41](#N)C>ClCCl>[CH3:29][CH:27]([CH3:28])[CH2:26][C@H:22]([N:21]1[C:30](=[O:38])[C:31]2[CH:32]=[CH:33][C:34]([CH3:41])=[CH:35][C:36]=2[S:20]1)[C:23]([OH:25])=[O:24]. Procedure details: Following the general method of Example 3, a slurry of [s-(R*,R*)]-2-[-[2-(1-carboxy-3-methylbutylcarbamoyl)-4-methylphenyldisulfanyl]-5-methylbenzoylamino]-4-methyl-pentanoic acid (1.8 g, 3.2 mmol) (from Preparation 22) in 5 mL acetonitrile and 20 mL dichloromethane was reacted with bromine (0.6 g, 3.7 mmol) in 10 mL dichloromethane. The crude product was recrystallized from methanol/water to afford 1.3 g of the title compound. The reactants are NC1=NC(=C(C(=N1)Cl)C#N)C (2-amino-4-chloro-6-methylpyrimidine-5-carbonitrile), CCN(C(C)C)C(C)C (DIPEA), FC=1C=CC2=C(N(C(=N2)[C@H](C)N)C=2C=NC=C(C2)F)C1 ((S)-1-[6-fluoro-1-(5-fluoropyridin-3-yl)-1H-benzoimidazol-2-yl]-ethylamine). Run in CC(C)O (IPA), CO (MeOH). Yields the product NC1=NC(=C(C(=N1)N[C@@H](C)C1=NC2=C(N1C=1C=NC=C(C1)F)C=C(C=C2)F)C#N)C (2-Amino-4-{(S)-1-[6-fluoro-1-(5-fluoro-pyridin-3-yl)-1H-benzoimidazol-2-yl]-ethylamino}-6-methyl-pyrimidine-5-carbonitrile). The yield is 15.0%. Reaction SMILES: [F:1][C:2]1[CH:3]=[CH:4][C:5]2[N:9]=[C:8]([C@@H:10]([NH2:12])[CH3:11])[N:7]([C:13]3[CH:14]=[N:15][CH:16]=[C:17]([F:19])[CH:18]=3)[C:6]=2[CH:20]=1.[NH2:21][C:22]1[N:27]=[C:26](Cl)[C:25]([C:29]#[N:30])=[C:24]([CH3:31])[N:23]=1.CCN(C(C)C)C(C)C>CC(O)C.CO>[NH2:21][C:22]1[N:27]=[C:26]([NH:12][C@H:10]([C:8]2[N:7]([C:13]3[CH:14]=[N:15][CH:16]=[C:17]([F:19])[CH:18]=3)[C:6]3[CH:20]=[C:2]([F:1])[CH:3]=[CH:4][C:5]=3[N:9]=2)[CH3:11])[C:25]([C:29]#[N:30])=[C:24]([CH3:31])[N:23]=1. Reported procedure: A mixture of (S)-1-[6-fluoro-1-(5-fluoropyridin-3-yl)-1H-benzoimidazol-2-yl]-ethylamine.2HCl (165 mg, 0.48 mmol), 2-amino-4-chloro-6-methylpyrimidine-5-carbonitrile (60 mg, 0.36 mmol) and DIPEA (315 μL, 1.82 mmol) in IPA (1 mL) was heated at 90° C. in a sealed vial for 18 h. After cooling to RT, the reaction mixture was diluted with MeOH and loaded onto an Isolute® SCX-2 cartridge. The cartridge was washed with MeOH followed by 2M NH3/MeOH. The basic fractions were combined, concentrated in vacu... Reactants: C(C)N1C=CC2=CC=C(C=C12)NC(C1=CN=C(C=C1)N1CCNCC1)=O (N-(1-ethyl-1H-indol-6-yl)-6-piperazin-1-yl-nicotinamide), BrC1=C(C=C(C(=O)O)C=C1)F (4-bromo-3-fluoro-benzoic acid), C(C)(C)(C)C=1C=C(C=CC1)NC(=O)C1=CC(=C(C=C1)N1CCN(CC1)C1=CC=C(C(=O)O)C=C1)F (4-{4-[4-(3-tert-butyl-phenylcarbamoyl)-2-fluoro-phenyl]-piperazin-1-yl}-benzoic acid). Product: FC=1C=C(C(=O)O)C=CC1N1CCN(CC1)C1=NC=C(C=C1)C(NC1=CC=C2C=CN(C2=C1)CC)=O (3-fluoro-4-{4-[5-(1-ethyl-1H-indol-6-ylcarbamoyl)-pyridin-2-yl]-piperazin-1-yl}-benzoic acid). Reaction SMILES: [CH2:1]([N:3]1[C:11]2[C:6](=[CH:7][CH:8]=[C:9]([NH:12][C:13](=[O:26])[C:14]3[CH:19]=[CH:18][C:17]([N:20]4[CH2:25][CH2:24][NH:23][CH2:22][CH2:21]4)=[N:16][CH:15]=3)[CH:10]=2)[CH:5]=[CH:4]1)[CH3:2].Br[C:28]1[CH:36]=[CH:35][C:31]([C:32]([OH:34])=[O:33])=[CH:30][C:29]=1[F:37].C(C1C=C(NC(C2C=CC(N3CCN(C4C=CC(C(O)=O)=CC=4)CC3)=C(F)C=2)=O)C=CC=1)(C)(C)C>>[F:37][C:29]1[CH:30]=[C:31]([CH:35]=[CH:36][C:28]=1[N:23]1[CH2:24][CH2:25][N:20]([C:17]2[CH:18]=[CH:19][C:14]([C:13](=[O:26])[NH:12][C:9]3[CH:10]=[C:11]4[C:6]([CH:5]=[CH:4][N:3]4[CH2:1][CH3:2])=[CH:7][CH:8]=3)=[CH:15][N:16]=2)[CH2:21][CH2:22]1)[C:32]([OH:34])=[O:33]. Reported procedure: 3-fluoro-4-{4-[5-(1-ethyl-1H-indol-6-ylcarbamoyl)-pyridin-2-yl]-piperazin-1-yl}-benzoic acid was synthesized from N-(1-ethyl-1H-indol-6-yl)-6-piperazin-1-yl-nicotinamide and 4-bromo-3-fluoro-benzoic acid in a manner similar to the one described in the synthesis of 4-{4-[4-(3-tert-butyl-phenylcarbamoyl)-2-fluoro-phenyl]-piperazin-1-yl}-benzoic acid above. LCMS calcd for C27H26FN5O3 (m/e) 487, obsd 488 (M+H).